Dataset: the Open Reaction Database (ORD), a public repository of structured organic reaction records. Task: describe an organic reaction: reactants, conditions, products, and yield The reactants are C(Cl)Cl (DCM), C(C1=CC=CC=C1)OC1=CC=C2C(=CC=NC2=C1)Cl (7-(benzyloxy)-4-chloroquinoline), [N+](=O)([O-])C1=CC=C(C=C1)O (4-nitrophenol), CCN(C(C)C)C(C)C (DIPEA). Run in C1(=CC=CC=C1)C (toluene). Run at temperature 115 celsius. Yields the product C(C1=CC=CC=C1)OC1=CC=C2C(=CC=NC2=C1)OC1=CC=C(C=C1)[N+](=O)[O-] (7-(benzyloxy)-4-(4-nitrophenoxy)quinoline). The yield is 95.5%. As a reaction SMILES: [CH2:1]([O:8][C:9]1[CH:18]=[C:17]2[C:12]([C:13](Cl)=[CH:14][CH:15]=[N:16]2)=[CH:11][CH:10]=1)[C:2]1[CH:7]=[CH:6][CH:5]=[CH:4][CH:3]=1.[N+:20]([C:23]1[CH:28]=[CH:27][C:26]([OH:29])=[CH:25][CH:24]=1)([O-:22])=[O:21].CCN(C(C)C)C(C)C.C(Cl)Cl>C1(C)C=CC=CC=1>[CH2:1]([O:8][C:9]1[CH:18]=[C:17]2[C:12]([C:13]([O:29][C:26]3[CH:27]=[CH:28][C:23]([N+:20]([O-:22])=[O:21])=[CH:24][CH:25]=3)=[CH:14][CH:15]=[N:16]2)=[CH:11][CH:10]=1)[C:2]1[CH:7]=[CH:6][CH:5]=[CH:4][CH:3]=1. Procedure details: To a suspension of 7-(benzyloxy)-4-chloroquinoline (10 g, 37.1 mmol) and 4-nitrophenol (6.2 g, 44.5 mmol) in toluene (10 mL) was added DIPEA (6.2 g, 48.2 mmol). The reaction mixture was refluxed at 115° C. for 12 hours, then cooled down to room temperature. DCM (50 mL) was added to the mixture, and the resulted solution was washed with 1 M NaOH (30 mL each) several times till the water phase was colorless. The organic phase was concentrated in vacuo to afford a brown solid (13.2 g, 95.7%). The s...